Dataset: the Open Reaction Database (ORD), a public repository of structured organic reaction records. Task: describe an organic reaction: reactants, conditions, products, and yield The reactants are CP(=O)(C1=CC=C(C=C1)F)C (1-(Dimethyl-phosphinoyl)-4-fluoro-benzene), [Li][N+](=O)[O-] (LiNO2), fluoro. Solvent: [Cl-].[Na+].O (brine), CN1CCCN(C1=O)C (DMPU), CC(C)O (iPrOH). Reaction conditions: time 7.5 minute. Product: CP(=O)(C1=CC=C(C=C1)[N+](=O)[O-])C (1-(Dimethyl-phosphinoyl)-4-nitro-benzene). The yield is 45.1%. RXN SMILES: [CH3:1][P:2]([CH3:11])([C:4]1[CH:9]=[CH:8][C:7](F)=[CH:6][CH:5]=1)=[O:3].[Li][N+:13]([O-:15])=[O:14]>CN1C(=O)N(C)CCC1.[Cl-].[Na+].O.CC(O)C>[CH3:1][P:2]([CH3:11])([C:4]1[CH:9]=[CH:8][C:7]([N+:13]([O-:15])=[O:14])=[CH:6][CH:5]=1)=[O:3] |f:3.4.5|. Procedure: A sealed pressure flask, flushed with N2, containing a mixture of 3.90 g (22.7 mmol) of 1-(Dimethyl-phosphinoyl)-4-fluoro-benzene and 6.0 g (113.3 mmol) of LiNO2 (for prep see, W. C. Ball and H. H. Abram J. Chem. Soc. 1913, 103, 2130-2134) in 27 mL of DMPU (1,3-dimethyl-3,4,5,6-tetrahydro-2(1H)-pyrimidinone) was stirred at ambient temperature for 5-10 min (to dissolve fluoro compound) then heated at 190° C. for 3 days. The resulting dark brown solution was cooled to ambient temperature, diluted ... Starting materials: [Al+3], CCOCC, COC(=O)c1ccc(C=C(C)C)cc1, [H-], [H-], [H-], [H-], [Li+], [Na+], [OH-], O. Product: CC(C)=Cc1ccc(CO)cc1. RXN SMILES: [Al+3:2].[CH3:24][CH2:25][O:26][CH2:27][CH3:28].[CH3:7][C:8](=[CH:9][c:10]1[cH:11][cH:12][c:13]([C:14](=[O:15])[O:16][CH3:17])[cH:18][cH:19]1)[CH3:20].[H-:1].[H-:4].[H-:5].[H-:6].[Li+:3].[Na+:23].[OH-:22].[OH2:21]>>[CH3:7][C:8](=[CH:9][c:10]1[cH:11][cH:12][c:13]([CH2:14][OH:15])[cH:18][cH:19]1)[CH3:20].